Dataset: the Open Reaction Database (ORD), a public repository of structured organic reaction records. Task: describe an organic reaction: reactants, conditions, products, and yield The reactants are C(C1=CC=CC=C1)N1CC=2N=CN=C(C2CC1)N (7-benzyl-5,6,7,8-tetrahydro-pyrido[3,4-d]pyrimidin-4-ylamine), C(C)(C)N(CC)C(C)C (diisopropylethylarnine), C12(CC3CC(CC(C1)C3)C2)C(=O)Cl (1-adamantane carbonylchloride). Run in C(Cl)(Cl)Cl (chloroform). Reaction conditions: temperature 160 celsius. Yields the product C(C1=CC=CC=C1)N1CC=2N=CN=C(C2CC1)NC(=O)C12CC3CC(CC(C1)C3)C2 (Adamantane-1-carboxylic acid(7-benzyl-5,6,7,8-tetrahydro-pyrido[3,4-d]pyrimidin-4-yl)-amide). Yield: 41.8%. As a reaction SMILES: [CH2:1]([N:8]1[CH2:17][CH2:16][C:15]2[C:14]([NH2:18])=[N:13][CH:12]=[N:11][C:10]=2[CH2:9]1)[C:2]1[CH:7]=[CH:6][CH:5]=[CH:4][CH:3]=1.C(N(C(C)C)CC)(C)C.[C:28]12([C:38](Cl)=[O:39])[CH2:37][CH:32]3[CH2:33][CH:34]([CH2:36][CH:30]([CH2:31]3)[CH2:29]1)[CH2:35]2>C(Cl)(Cl)Cl>[CH2:1]([N:8]1[CH2:17][CH2:16][C:15]2[C:14]([NH:18][C:38]([C:28]34[CH2:37][CH:32]5[CH2:31][CH:30]([CH2:36][CH:34]([CH2:33]5)[CH2:35]3)[CH2:29]4)=[O:39])=[N:13][CH:12]=[N:11][C:10]=2[CH2:9]1)[C:2]1[CH:3]=[CH:4][CH:5]=[CH:6][CH:7]=1. Procedure details: In a 20 ml microwave vessel was added 7-benzyl-5,6,7,8-tetrahydro-pyrido[3,4-d]pyrimidin-4-ylamine (1.5 g, 6.3 mmole) in 7.0 ml of chloroform, diisopropylethylarnine (2.2 ml, 12.6 mmole) and 1-adamantane carbonylchloride (2.51 g, 12.6 mmole). The reaction was heated at 160° C. for 7.0 minutes in a microwave. After completion the solvent was evaporated and the residue was dissolved in EtOAc and washed with sat. NaHCO3, washed with brine and dried over sodium sulphate. The solvents were removed un... The reactants are N1=CC(=CC=C1)C=CC(=O)O (3-(3-pyridyl)-acrylic acid), C(C(=O)Cl)(=O)Cl (oxalyl chloride), O=C1NC2=C(N1C1CCN(CC1)CCCCN)C=CC=C2 (4-[4-(2-oxo-2.3-dihydro-benzoimidazol-1-yl)-piperidin-1-yl]-butylamine). Yields the product O=C1NC2=C(N1C1CCN(CC1)CCCCNC(C=CC=1C=NC=CC1)=O)C=CC=C2 (N-{4-[4-(2-oxo-2,3-Dihydro-benzoimidazol-1-yl)-piperidin-1-yl]-butyl}-3-pyridin-3-yl-acrylamide). As a reaction SMILES: [N:1]1[CH:6]=[CH:5][CH:4]=[C:3]([CH:7]=[CH:8][C:9]([OH:11])=O)[CH:2]=1.C(Cl)(=O)C(Cl)=O.[O:18]=[C:19]1[N:23]([CH:24]2[CH2:29][CH2:28][N:27]([CH2:30][CH2:31][CH2:32][CH2:33][NH2:34])[CH2:26][CH2:25]2)[C:22]2[CH:35]=[CH:36][CH:37]=[CH:38][C:21]=2[NH:20]1>>[O:18]=[C:19]1[N:23]([CH:24]2[CH2:29][CH2:28][N:27]([CH2:30][CH2:31][CH2:32][CH2:33][NH:34][C:9](=[O:11])[CH:8]=[CH:7][C:3]3[CH:2]=[N:1][CH:6]=[CH:5][CH:4]=3)[CH2:26][CH2:25]2)[C:22]2[CH:35]=[CH:36][CH:37]=[CH:38][C:21]=2[NH:20]1. Procedure details: Batch size: 1.47 g (9.9 mmol) 3-(3-pyridyl)-acrylic acid, 1.15 ml (13.5 mmol) oxalyl chloride and 2.6 g (9.0 mmol) 4-[4-(2-oxo-2.3-dihydro-benzoimidazol-1-yl)-piperidin-1-yl]-butylamine. Starting materials: CSC(=NC#N)SC, CCO, CN(C)CCN. Yields the product CSC(=NCCN(C)C)NC#N. As a reaction SMILES: [C:1](#[N:2])[N:3]=[C:4]([S:5][CH3:6])[S:7][CH3:8].[CH3:15][CH2:16][OH:17].[CH3:9][N:10]([CH2:11][CH2:12][NH2:13])[CH3:14]>>[C:1](#[N:2])[NH:3][C:4]([S:5][CH3:6])=[N:13][CH2:12][CH2:11][N:10]([CH3:9])[CH3:14]. The reactants are Cc1onc(-c2ccccc2)c1CO, Clc1ccc2nnc(-c3ccco3)n2n1, [H-], [Na+], CN(C)C=O. Yields the product Cc1onc(-c2ccccc2)c1COc1ccc2nnc(-c3ccco3)n2n1. RXN SMILES: [CH3:1][c:2]1[c:3]([CH2:13][OH:14])[c:4](-[c:7]2[cH:8][cH:9][cH:10][cH:11][cH:12]2)[n:5][o:6]1.[Cl:17][c:18]1[cH:19][cH:20][c:21]2[n:22]([n:23]1)[c:24](-[c:27]1[o:28][cH:29][cH:30][cH:31]1)[n:25][n:26]2.[H-:15].[Na+:16].[O:32]=[CH:33][N:34]([CH3:35])[CH3:36]>>[CH3:1][c:2]1[c:3]([CH2:13][O:14][c:18]2[cH:19][cH:20][c:21]3[n:22]([n:23]2)[c:24](-[c:27]2[o:28][cH:29][cH:30][cH:31]2)[n:25][n:26]3)[c:4](-[c:7]2[cH:8][cH:9][cH:10][cH:11][cH:12]2)[n:5][o:6]1. Procedure: Bromine (10 g.) was added dropwise to a stirred solution of 4-chlorobutyrophenone (9.7 g.) in dichloromethane (25 ml.), and the mixture was stirred for a further 15 minutes, then evaporated to dryness under reduced pressure. The residue was dissolved in ethyl acetate, and the solution was washed twice with water then with brine, dried and evaporated to dryness to give α-bromo-4-chlorobutyrophenone as an oil. The solvent is ClCCl (dichloromethane). Reaction SMILES: [Br:1]Br.[Cl:3][CH2:4][CH2:5][CH2:6][C:7]([C:9]1[CH:14]=[CH:13][CH:12]=[CH:11][CH:10]=1)=[O:8]>ClCCl>[Br:1][CH:6]([CH2:5][CH2:4][Cl:3])[C:7]([C:9]1[CH:14]=[CH:13][CH:12]=[CH:11][CH:10]=1)=[O:8]. Product: BrC(C(=O)C1=CC=CC=C1)CCCl (α-bromo-4-chlorobutyrophenone). Run at time 15 minute. The reactants are BrBr (Bromine), ClCCCC(=O)C1=CC=CC=C1 (4-chlorobutyrophenone). Reactants: ( 1 ), ( 2 ), C(=O)([O-])[O-].[Na+].[Na+] (Na2CO3), solution, CN(C1=CC=C(C=O)C=C1)C (p-dimethylaminobenzaldehyde), ClC(C(=O)O)(Cl)Cl (trichloroacetic acid), COC1=C(C=CC(=C1)CNCCCNCCCCNCCCN)O.C1(=CC=CC=C1)N1C(=O)NC(=O)C1 (DL-5 phenylhydantoin), C(=O)(O)[O-].[Na+] (NaHCO3), aqueous solution. Run in Cl (hydrochloric acid), O (water). Run at time 1 hour. Yields the product C(N)(=O)NC(C(=O)O)C1=CC=CC=C1 (N-carbamoyl-2-phenylglycine). As a reaction SMILES: COC1C=C(CNCCCNCCCCNCCCN)C=CC=1O.C1([N:31]2CC(=O)[NH:34][C:32]2=[O:33])C=CC=CC=1.[C:38]([O-:41])(O)=[O:39].[Na+].C([O-])([O-])=O.[Na+].[Na+].ClC(Cl)(Cl)C(O)=O.CN(C)[C:58]1[CH:65]=[CH:64][C:61]([CH:62]=O)=[CH:60][CH:59]=1>Cl.O>[C:32]([NH:34][CH:62]([C:61]1[CH:60]=[CH:59][CH:58]=[CH:65][CH:64]=1)[C:38]([OH:41])=[O:39])(=[O:33])[NH2:31] |f:0.1,2.3,4.5.6|. Reported procedure: Mixtures of (1) 2.0 ml. of an aqueous substrate suspension prepared by suspending DL-5-phenylhydantoin into a 0.1 M NaHCO3 --Na2CO3 buffer solution of pH 9.5 (substrate concentration: 1.0%) and (2) 2.0 ml. of the above cell suspension were prepared and placed in test tubes, respectively. The hydrolysis reaction was then carried out at 37° C. for 1 hour with mild shaking. Immediately after the completion of the reaction, 1.0 ml. of a 10% aqueous solution of trichloroacetic acid, 1.0 ml. of a 10% ... Starting materials: CN(C)C(=O)C(Cc1ccc(Oc2ccc(C=O)cc2)cc1)NC(=O)OC(C)(C)C, C1CCOC1, [K+], O=[Mn](=O)(=O)[O-], O. Yields the product CN(C)C(=O)C(Cc1ccc(Oc2ccc(C(=O)O)cc2)cc1)NC(=O)OC(C)(C)C. Reaction SMILES: [C:1]([CH3:2])([CH3:3])([CH3:4])[O:5][C:6]([NH:7][CH:8]([CH2:9][c:10]1[cH:11][cH:12][c:13]([O:16][c:17]2[cH:18][cH:19][c:20]([CH:23]=[O:24])[cH:21][cH:22]2)[cH:14][cH:15]1)[C:25]([N:26]([CH3:27])[CH3:28])=[O:29])=[O:30].[CH2:37]1[O:38][CH2:39][CH2:40][CH2:41]1.[K+:36].[Mn:31](=[O:32])([O-:33])(=[O:34])=[O:35].[OH2:42]>>[C:1]([CH3:2])([CH3:3])([CH3:4])[O:5][C:6]([NH:7][CH:8]([CH2:9][c:10]1[cH:11][cH:12][c:13]([O:16][c:17]2[cH:18][cH:19][c:20]([C:23](=[O:24])[OH:32])[cH:21][cH:22]2)[cH:14][cH:15]1)[C:25]([N:26]([CH3:27])[CH3:28])=[O:29])=[O:30].